Dataset: the Open Reaction Database (ORD), a public repository of structured organic reaction records. Task: describe an organic reaction: reactants, conditions, products, and yield Starting materials: C(C)(=O)OC=1C(=CC2=C(CC(O2)(C)CCC2OCCO2)C1C(C)(C)C)C(C)(C)C (5-Acetoxy-2-[2-(1,3-dioxa-2-cyclopentyl)ethyl]-4,6-di-tert-butyl-2-methyl-2,3-dihydrobenzofuran). Solvent: C(C)(=O)O (acetic acid). Yields the product C(C)(=O)OC=1C(=CC2=C(CC(O2)(C)CCC=O)C1C(C)(C)C)C(C)(C)C (5-acetoxy-4,6-di-tert-butyl-2-(2-formylethyl)-2-methyl-2,3-dihydrobenzofuran). As a reaction SMILES: [C:1]([O:4][C:5]1[C:6]([C:26]([CH3:29])([CH3:28])[CH3:27])=[CH:7][C:8]2[O:12][C:11]([CH2:14][CH2:15][CH:16]3OCC[O:17]3)([CH3:13])[CH2:10][C:9]=2[C:21]=1[C:22]([CH3:25])([CH3:24])[CH3:23])(=[O:3])[CH3:2]>C(O)(=O)C>[C:1]([O:4][C:5]1[C:6]([C:26]([CH3:29])([CH3:28])[CH3:27])=[CH:7][C:8]2[O:12][C:11]([CH2:14][CH2:15][CH:16]=[O:17])([CH3:13])[CH2:10][C:9]=2[C:21]=1[C:22]([CH3:25])([CH3:24])[CH3:23])(=[O:3])[CH3:2]. Procedure: 5-Acetoxy-2-[2-(1,3-dioxa-2-cyclopentyl)ethyl]-4,6-di-tert-butyl-2-methyl-2,3-dihydrobenzofuran (17.3 g) was dissolved in 80% acetic acid (150 ml) and the solution was heated under reflux for 1 h. After cooling the solution, the acetic acid was distilled off under vacuum and, after addition of water, the resulting mixture was extracted with ethyl acetate. The organic layer was washed with water and saturated brine, then dried over anhydrous magnesium sulfate and concentrated. The concentrate was... The reactants are C(=O)(OC(C)(C)C)CN1CCN2CCCN(CCN(CCC1)CC(C2)CC2=CC=C(C=C2)[N+](=O)[O-])CC(=O)OC(C)(C)C (4,11-bis-(carbo-tert-butoxymethyl)-16-(4-nitrobenzyl)-1,4,8,11-tetraazabicyclo[6.6.3]heptadecane). The reagents and catalysts are [Pd] (Pd/C). Run in C(C)O (ethanol). Conditions: time 12 hour. The product is C(=O)(OC(C)(C)C)CN1CCN2CCCN(CCN(CCC1)CC(C2)CC2=CC=C(C=C2)N)CC(=O)OC(C)(C)C (4,11-bis-(carbo-tert-butoxymethyl)-16-(4-aminobenzyl)-1,4,8,11-tetraazabicyclo[6.6.3]heptadecane). Yield: 97.0%. RXN SMILES: [C:1]([CH2:8][N:9]1[CH2:22][CH2:21][CH2:20][N:19]2[CH2:23][CH:24]([CH2:26][C:27]3[CH:32]=[CH:31][C:30]([N+:33]([O-])=O)=[CH:29][CH:28]=3)[CH2:25][N:12]([CH2:13][CH2:14][CH2:15][N:16]([CH2:36][C:37]([O:39][C:40]([CH3:43])([CH3:42])[CH3:41])=[O:38])[CH2:17][CH2:18]2)[CH2:11][CH2:10]1)([O:3][C:4]([CH3:7])([CH3:6])[CH3:5])=[O:2]>C(O)C.[Pd]>[C:37]([CH2:36][N:16]1[CH2:15][CH2:14][CH2:13][N:12]2[CH2:25][CH:24]([CH2:26][C:27]3[CH:32]=[CH:31][C:30]([NH2:33])=[CH:29][CH:28]=3)[CH2:23][N:19]([CH2:20][CH2:21][CH2:22][N:9]([CH2:8][C:1]([O:3][C:4]([CH3:7])([CH3:6])[CH3:5])=[O:2])[CH2:10][CH2:11]2)[CH2:18][CH2:17]1)([O:39][C:40]([CH3:42])([CH3:41])[CH3:43])=[O:38]. Procedure: To a solution of compound 26 (4.26 g, 7.06 mmol) in ethanol (100 mL) was added 10% Pd/C (1.28 g). The resulting mixture was stirred under H2 (g) atmosphere at room temperature for 12 hours. The reaction mixture was filtered through a celite pad and washed with ethanol (2×20 mL). The combined filtrate was evaporated in vacuo to give an oily residue which was triturated with Et2O to provide an off-white solid 27 (3.93 g, 97% yield).